This data is from the Open Reaction Database (ORD), a public repository of structured organic reaction records. The task is: describe an organic reaction: reactants, conditions, products, and yield The reactants are C1(=CC=CC=C1)P(=O)(C1=CC=CC=C1)OC=1[C@@H]([C@@H]2N(C1C(=O)OCC1=CC=C(C=C1)[N+](=O)[O-])C([C@@H]2[C@@H](C)O)=O)C (p-nitrobenzyl (1R,5S,6S)-2-(diphenylphosphoryloxy)-6-[(R)-1-hydroxyethyl]-1-methylcarbapen-2-em-3-carboxylate), C(C)(C)N(CC)C(C)C (diisopropylethylamine), C(C)(=O)SC1CN(C1)C=1SC=C(N1)CNC(C1=CC=CC=C1)=O (3-acetylthio-1-[4-(benzoylaminomethyl)-1,3-thiazol-2-yl]azetidine), C(C)(=O)O.NN (hydrazine acetate), C(O)([O-])=O.[Na+] (sodium hydrogencarbonate). The solvent is C(C)#N (acetonitrile), CN(C=O)C (dimethylformamide), C(C)(=O)OCC (ethyl acetate). Reaction conditions: time 1 hour. Yields the product C(C1=CC=CC=C1)(=O)NCC=1N=C(SC1)N1CC(C1)SC=1[C@@H]([C@H]2N(C1C(=O)OCC1=CC=C(C=C1)[N+](=O)[O-])C([C@@H]2[C@@H](C)O)=O)C (p-nitrobenzyl (1R,5S,6S)-2-{1-[4-(benzoylaminomethyl)-1,3-thiazol-2-yl]azetidin-3-yl}thio-6-[(R)-1-hydroxyethyl]-1-methylcarbapen-2-em-3-carboxylate). The yield is 65.2%. As a reaction SMILES: C([S:4][CH:5]1[CH2:8][N:7]([C:9]2[S:10][CH:11]=[C:12]([CH2:14][NH:15][C:16](=[O:23])[C:17]3[CH:22]=[CH:21][CH:20]=[CH:19][CH:18]=3)[N:13]=2)[CH2:6]1)(=O)C.C(O)(=O)C.NN.C1(P(O[C:45]2[C@H:46]([CH3:69])[C@H:47]3[C@@H:64]([C@H:65]([OH:67])[CH3:66])[C:63](=[O:68])[N:48]3[C:49]=2[C:50]([O:52][CH2:53][C:54]2[CH:59]=[CH:58][C:57]([N+:60]([O-:62])=[O:61])=[CH:56][CH:55]=2)=[O:51])(C2C=CC=CC=2)=O)C=CC=CC=1.C(N(C(C)C)CC)(C)C.C(=O)([O-])O.[Na+]>CN(C)C=O.C(#N)C.C(OCC)(=O)C>[C:16]([NH:15][CH2:14][C:12]1[N:13]=[C:9]([N:7]2[CH2:6][CH:5]([S:4][C:45]3[C@H:46]([CH3:69])[C@@H:47]4[C@@H:64]([C@H:65]([OH:67])[CH3:66])[C:63](=[O:68])[N:48]4[C:49]=3[C:50]([O:52][CH2:53][C:54]3[CH:55]=[CH:56][C:57]([N+:60]([O-:62])=[O:61])=[CH:58][CH:59]=3)=[O:51])[CH2:8]2)[S:10][CH:11]=1)(=[O:23])[C:17]1[CH:22]=[CH:21][CH:20]=[CH:19][CH:18]=1 |f:1.2,5.6|. Reported procedure: To a solution of 3-acetylthio-1-[4-(benzoylaminomethyl)-1,3-thiazol-2-yl]azetidine (698 mg, 2.01 mmol) (obtained as described in Reference Example 64) in dimethylformamide (20 ml) was added hydrazine acetate (222 mg, 2.41 mmol) at room temperature under an atmosphere of nitrogen and the mixture was stirred for 1 hour. After checking the completion of the reaction, a solution of p-nitrobenzyl (1R,5S,6S)-2-(diphenylphosphoryloxy)-6-[(R)-1-hydroxyethyl]-1-methylcarbapen-2-em-3-carboxylate (1.43 g, ... Reactants: N[C@H](CC1=CC=CC=C1)C(=O)O (D-phenylalanine), Br (hydrobromic acid), N(=O)[O-].[Na+] (sodium nitrite). Solvent: O (water). Reaction conditions: temperature -5 celsius, time 4 hour. Yields the product C1(=CC=CC=C1)C[C@H](C(=O)O)Br (3-phenyl-2(R)-bromopropionic acid). The yield is 43.3%. Reaction SMILES: N[C@@H:2]([C:10]([OH:12])=[O:11])[CH2:3][C:4]1[CH:9]=[CH:8][CH:7]=[CH:6][CH:5]=1.[BrH:13].N([O-])=O.[Na+]>O>[C:4]1([CH2:3][C@@H:2]([Br:13])[C:10]([OH:12])=[O:11])[CH:9]=[CH:8][CH:7]=[CH:6][CH:5]=1 |f:2.3|. Procedure details: Mix D-phenylalanine (186.4 g, 1.128 mol) and 49% hydrobromic acid (372.8 g), cool to -5° C. and add, by dropwise addition, a solution of sodium nitrite (77.9 g) in water (565 mL) over a period of about 1 hour (vigorous gas evolution). Stir at -5° C. to 0° C. for 4 hours, extract into ethyl ether (3×1 L), dry (MgSO4) and evaporate the solvent in vacuo. Purify by chromatography (5% acetic aci/95% methylene chloride) and distillation to give 3-phenyl-2(R)-bromopropionic acid (112 g, 43%); bp 128°-1... Conditions: temperature 80 celsius, time 5 hour. Yield: 84.4%. Yields the product C1(=CC=C(C=C1)C[C@@H](C(=O)OC)NC(=O)OC(C)(C)C)C1=CC=CC=C1 ((S)-methyl 3-(biphenyl-4-yl)-2-(tert-butoxycarbonylamino)propanoate). Reported procedure: Potassium carbonate (50 mg, 0.4 mmol) in water (0.2 mL) was added to a solution of (S)-2-tert-butoxycarbonylamino-3-(4-trifluoromethanesulfonyloxy-phenyl)-propionic acid methyl ester (50 mg, 0.1 mmol), and phenylboronic acid (Aldrich, Cat P20009) (21 mg, 0.18 mmol) in 1,4-dioxane (3.0 mL). The reaction was degassed by N2 for 5 min Tetrakis(triphenylphosphine)palladium(0) (8 mg, 0.007 mmol) was added, and the reaction was degassed for another 5 min The reaction vial was sealed and stirred for 5 h... The reactants are N#N (N2), C([O-])([O-])=O.[K+].[K+] (Potassium carbonate), COC([C@H](CC1=CC=C(C=C1)OS(=O)(=O)C(F)(F)F)NC(=O)OC(C)(C)C)=O ((S)-2-tert-butoxycarbonylamino-3-(4-trifluoromethanesulfonyloxy-phenyl)-propionic acid methyl ester), C1(=CC=CC=C1)B(O)O (phenylboronic acid). The reagents and catalysts are C=1C=CC(=CC1)[P](C=2C=CC=CC2)(C=3C=CC=CC3)[Pd]([P](C=4C=CC=CC4)(C=5C=CC=CC5)C=6C=CC=CC6)([P](C=7C=CC=CC7)(C=8C=CC=CC8)C=9C=CC=CC9)[P](C=1C=CC=CC1)(C=1C=CC=CC1)C=1C=CC=CC1 (Tetrakis(triphenylphosphine)palladium(0)). Reaction SMILES: C(=O)([O-])[O-].[K+].[K+].[CH3:7][O:8][C:9](=[O:34])[C@@H:10]([NH:26][C:27]([O:29][C:30]([CH3:33])([CH3:32])[CH3:31])=[O:28])[CH2:11][C:12]1[CH:17]=[CH:16][C:15](OS(C(F)(F)F)(=O)=O)=[CH:14][CH:13]=1.[C:35]1(B(O)O)[CH:40]=[CH:39][CH:38]=[CH:37][CH:36]=1.N#N>O.O1CCOCC1.C1C=CC([P]([Pd]([P](C2C=CC=CC=2)(C2C=CC=CC=2)C2C=CC=CC=2)([P](C2C=CC=CC=2)(C2C=CC=CC=2)C2C=CC=CC=2)[P](C2C=CC=CC=2)(C2C=CC=CC=2)C2C=CC=CC=2)(C2C=CC=CC=2)C2C=CC=CC=2)=CC=1>[C:15]1([C:35]2[CH:40]=[CH:39][CH:38]=[CH:37][CH:36]=2)[CH:16]=[CH:17][C:12]([CH2:11][C@H:10]([NH:26][C:27]([O:29][C:30]([CH3:33])([CH3:32])[CH3:31])=[O:28])[C:9]([O:8][CH3:7])=[O:34])=[CH:13][CH:14]=1 |f:0.1.2,^1:56,58,77,96|. Solvent: O (water), O1CCOCC1 (1,4-dioxane).